Task: describe an organic reaction: reactants, conditions, products, and yield. Dataset: the Open Reaction Database (ORD), a public repository of structured organic reaction records The reactants are ClC=1C=C2C(=CC(OC2=CC1)=O)O (6-Chloro-4-hydroxycoumarin), N1=CC=CC=C1 (pyridine), C1(=CC=C(C=C1)S(=O)(=O)Cl)C (p-toluenesulfonyl chloride). The solvent is C(Cl)Cl (DCM). Conditions: time 1 hour. Product: ClC=1C=CC2=C(C(=CC(O2)=O)OS(=O)(=O)C2=CC=C(C=C2)C)C1 (Toluene-4-sulfonic acid 6-chloro-2-oxo-2H-1-benzopyran-4-yl ester). Yield: 89.8%. Reaction SMILES: [Cl:1][C:2]1[CH:3]=[C:4]2[C:9](=[CH:10][CH:11]=1)[O:8][C:7](=[O:12])[CH:6]=[C:5]2[OH:13].N1C=CC=CC=1.[C:20]1([CH3:30])[CH:25]=[CH:24][C:23]([S:26](Cl)(=[O:28])=[O:27])=[CH:22][CH:21]=1>C(Cl)Cl>[Cl:1][C:2]1[CH:11]=[CH:10][C:9]2[O:8][C:7](=[O:12])[CH:6]=[C:5]([O:13][S:26]([C:23]3[CH:24]=[CH:25][C:20]([CH3:30])=[CH:21][CH:22]=3)(=[O:28])=[O:27])[C:4]=2[CH:3]=1. Procedure: 6-Chloro-4-hydroxycoumarin (25.4 mmol, 5.0 g) is suspended in DCM (50 mL) and pyridine (63.3 mmol, 5.1 mL) is added. The mixture is cooled in an ice bath and p-toluenesulfonyl chloride (26.8 mmol, 5.1 g) is added. The ice bath is removed and the compound slowly dissolves and a solid is deposited (pyridine HCl). After 1 hr the mixture is transferred to a separatory funnel, HCl (2 M) is added, and a solid is formed. The organic layer is removed and the solid-containing aqueous layer is filtered to... The reactants are BrC1=CC=C(S1)C1=NC(=NC=C1)S (4-(5-Bromothiophen-2-yl)-pyrimidine thiol), CI (MeI). Run in O (DI water), [OH-].[Na+] (NaOH), CCO (EtOH). Reaction conditions: time 18 hour. Product: BrC1=CC=C(S1)C1=NC(=NC=C1)SC (4-(5-Bromothiophen-2-yl)-2-methylsulfanyl-pyrimidine). Isolated yield 88.3%. RXN SMILES: [Br:1][C:2]1[S:6][C:5]([C:7]2[CH:12]=[CH:11][N:10]=[C:9]([SH:13])[N:8]=2)=[CH:4][CH:3]=1.[CH3:14]I>O.[OH-].[Na+].CCO>[Br:1][C:2]1[S:6][C:5]([C:7]2[CH:12]=[CH:11][N:10]=[C:9]([S:13][CH3:14])[N:8]=2)=[CH:4][CH:3]=1 |f:3.4|. Procedure: 4-(5-Bromothiophen-2-yl)-pyrimidine thiol (2.5 g, 9.15 mmol) was completely dissolved in 14.8 mL DI water and 2.4 mL 4 N NaOH. The mixture was diluted with EtOH (25 mL) and MeI (0.598 mL, 9.61 mmol) was added. The reaction was stirred 18 hours. The yellow solids were collected by filtration, washed with EtOH and dried to afford 4-(5-Bromothiophen-2-yl)-2-methylsulfanyl-pyrimidine (2.32 g, 88.6%) as a pale yellow solid. MS: m/z 287 (M+H+). Starting materials: ClC1=CC=CC2=C1C(N1[C@H](C=3N2C=NC3C=3OC(=NN3)CN(CCC)CCC)CCC1)=O ((S)-8-chloro-1-(5-dipropylaminomethyl-1,3,4-oxadiazol-2-yl)-11,1 2,13,13a-tetrahydro-9H-imidazo[1,5-a]pyrrolo[2,1-c][1,4]benzodiazepin-9-one), Cl (hydrochloric acid), CCOCC (ether). The solvent is C(C)O (ethanol). Run at time 15 minute. Yields the product Cl.ClC1=CC=CC2=C1C(N1[C@H](C=3N2C=NC3C=3OC(=NN3)CN(CCC)CCC)CCC1)=O ((S)-8-chloro-1-(5-dipropylaminomethyl-1,3,4-oxadiazol-2-yl)-11,1 2,13,13a-tetrahydro-9H-imidazo[1,5-a]pyrrolo[2,1-c][1,4]benzodiazepin-9-one hydrochloride). Yield: 185.3%. As a reaction SMILES: [Cl:1][C:2]1[C:7]2[C:8](=[O:32])[N:9]3[CH2:31][CH2:30][CH2:29][C@H:10]3[C:11]3[N:12]([CH:13]=[N:14][C:15]=3[C:16]3[O:17][C:18]([CH2:21][N:22]([CH2:26][CH2:27][CH3:28])[CH2:23][CH2:24][CH3:25])=[N:19][N:20]=3)[C:6]=2[CH:5]=[CH:4][CH:3]=1.Cl.CCOCC>C(O)C>[ClH:1].[Cl:1][C:2]1[C:7]2[C:8](=[O:32])[N:9]3[CH2:31][CH2:30][CH2:29][C@H:10]3[C:11]3[N:12]([CH:13]=[N:14][C:15]=3[C:16]3[O:17][C:18]([CH2:21][N:22]([CH2:26][CH2:27][CH3:28])[CH2:23][CH2:24][CH3:25])=[N:19][N:20]=3)[C:6]=2[CH:5]=[CH:4][CH:3]=1 |f:4.5|. Reported procedure: 1.27 g (2.79 mmol) of (S)-8-chloro-1-(5-dipropylaminomethyl-1,3,4-oxadiazol-2-yl)-11,1 2,13,13a-tetrahydro-9H-imidazo[1,5-a]pyrrolo[2,1-c][1,4]benzodiazepin-9-one in 30 ml of ethanol were treated with 0.83 ml (3.07 mmol) of 3.7N ethanolic hydrochloric acid. After stirring at 0° for 15 minutes the solution was treated dropwise with 150 ml of ether and the white suspension obtained was filtered off under suction. There were obtained 1.27 g (93%) of (S)-8-chloro-1-(5-dipropylaminomethyl-1,3,4-oxadi... Starting materials: COC(=O)c1cc(Br)c(F)c(F)c1Nc1ccccc1F, C1CCOC1, C#C[Si](C)(C)C, [Cu]I. Yields the product COC(=O)c1cc(C#C[Si](C)(C)C)c(F)c(F)c1Nc1ccccc1F. Reaction SMILES: [Br:1][c:2]1[c:3]([F:21])[c:4]([F:20])[c:5]([NH:12][c:13]2[c:14]([F:19])[cH:15][cH:16][cH:17][cH:18]2)[c:6]([C:7](=[O:8])[O:9][CH3:10])[cH:11]1.[CH2:28]1[O:29][CH2:30][CH2:31][CH2:32]1.[CH3:22][Si:23]([CH3:24])([CH3:25])[C:26]#[CH:27].[Cu:33][I:34]>>[c:2]1([C:27]#[C:26][Si:23]([CH3:22])([CH3:24])[CH3:25])[c:3]([F:21])[c:4]([F:20])[c:5]([NH:12][c:13]2[c:14]([F:19])[cH:15][cH:16][cH:17][cH:18]2)[c:6]([C:7](=[O:8])[O:9][CH3:10])[cH:11]1. Starting materials: CC(=O)Cl, Cc1ccccc1, O=C(O)CC(C(=O)O)c1ccccc1. Yields the product O=C1CC(c2ccccc2)C(=O)O1. As a reaction SMILES: [CH3:15][C:16](=[O:17])[Cl:18].[CH3:19][c:20]1[cH:21][cH:22][cH:23][cH:24][cH:25]1.[c:1]1([CH:7]([C:8](=[O:9])[OH:10])[CH2:11][C:12](=[O:13])[OH:14])[cH:2][cH:3][cH:4][cH:5][cH:6]1>>[c:1]1([CH:7]2[C:8](=[O:10])[O:14][C:12](=[O:13])[CH2:11]2)[cH:2][cH:3][cH:4][cH:5][cH:6]1. Starting materials: Cl.ClC=1N=C(C2=C(N1)C=CO2)N2CCNCC2 (2-chloro-4-(piperazin-1-yl)furo[3,2-d]pyrimidine, hydrochloride salt), CS(=O)(=O)Cl (MsCl), ClC=1N=C(C2=C(N1)C=CO2)Cl (2,4-dichlorofuro[3,2-d]pyrimidine), N1CCNCC1 (piperazine). Run in N1=CC=CC=C1 (pyridine), C(Cl)Cl (DCM). Reaction conditions: time 8 hour. Yields the product ClC=1N=C(C2=C(N1)C=CO2)N2CCN(CC2)S(=O)(=O)C (2-chloro-4-(4-(methylsulfonyl)piperazin-1-yl)furo[3,2-d]pyrimidine). Yield: 43.0%. Reaction SMILES: Cl.[Cl:2][C:3]1[N:4]=[C:5]([N:12]2[CH2:17][CH2:16][NH:15][CH2:14][CH2:13]2)[C:6]2[O:11][CH:10]=[CH:9][C:7]=2[N:8]=1.ClC1N=C(Cl)C2OC=CC=2N=1.N1CCNCC1.[CH3:35][S:36](Cl)(=[O:38])=[O:37]>N1C=CC=CC=1.C(Cl)Cl>[Cl:2][C:3]1[N:4]=[C:5]([N:12]2[CH2:17][CH2:16][N:15]([S:36]([CH3:35])(=[O:38])=[O:37])[CH2:14][CH2:13]2)[C:6]2[O:11][CH:10]=[CH:9][C:7]=2[N:8]=1 |f:0.1|. Reported procedure: To a flask was added 2-chloro-4-(piperazin-1-yl)furo[3,2-d]pyrimidine, hydrochloride salt (0.325 g, 1.18 mmol, prepared using A from 2,4-dichlorofuro[3,2-d]pyrimidine [Ark Pharm] with piperazine), DCM (7 mL), pyridine (7.00 mL) and MsCl (0.101 mL, 1.29 mmol). The mixture was stirred overnight at rt. The mixture was warmed to about 35° C. and stirred for about 5 h. The solvent was removed in vacuo and the residue dissolved in DCM (20 mL). The organics were washed with water (about 20 mL) and with... Yields the product N#CC(Cc1ccco1)(Cn1cncn1)c1ccc(Cl)cc1. As a reaction SMILES: [CH3:32][CH2:33][CH2:34][CH2:35][CH2:36][CH3:37].[CH3:38][CH2:39][O:40][C:41](=[O:42])[CH3:43].[Cl:25][CH2:26][n:27]1[n:28][cH:29][n:30][cH:31]1.[Cl:3][c:4]1[cH:5][cH:6][c:7]([CH:10]([C:11]#[N:12])[CH2:13][c:14]2[o:15][cH:16][cH:17][cH:18]2)[cH:8][cH:9]1.[ClH:24].[H-:1].[Na+:2].[O:19]=[CH:20][N:21]([CH3:22])[CH3:23].[OH2:44]>>[Cl:3][c:4]1[cH:5][cH:6][c:7]([C:10]([C:11]#[N:12])([CH2:13][c:14]2[o:15][cH:16][cH:17][cH:18]2)[CH2:26][n:27]2[n:28][cH:29][n:30][cH:31]2)[cH:8][cH:9]1. Starting materials: CCCCCC, CCOC(C)=O, ClCn1cncn1, N#CC(Cc1ccco1)c1ccc(Cl)cc1, Cl, [H-], [Na+], CN(C)C=O, O. Yields the product O=CC1CCN(c2nc(Cl)nc3ccoc23)CC1. RXN SMILES: [Cl:19][c:20]1[n:21][c:22]([Cl:23])[c:24]2[o:25][cH:26][cH:27][c:28]2[n:29]1.[Cl:1][c:2]1[n:3][c:4]([N:11]2[CH2:12][CH2:13][CH:14]([CH2:17][OH:18])[CH2:15][CH2:16]2)[c:5]2[c:6]([n:7]1)[cH:8][cH:9][o:10]2.[Cl:38][CH2:39][Cl:40].[NH:30]1[CH2:31][CH2:32][CH:33]([CH2:34][OH:35])[CH2:36][CH2:37]1>>[Cl:1][c:2]1[n:3][c:4]([N:11]2[CH2:12][CH2:13][CH:14]([CH:17]=[O:18])[CH2:15][CH2:16]2)[c:5]2[c:6]([n:7]1)[cH:8][cH:9][o:10]2. Starting materials: Clc1nc(Cl)c2occc2n1, OCC1CCN(c2nc(Cl)nc3ccoc23)CC1, ClCCl, OCC1CCNCC1. The reactants are C(CCCCCCCC)(=O)Cl (nonanoyl chloride), NCCCCCC(=O)O (6-aminocaproic acid). RXN SMILES: [C:1]([Cl:11])(=[O:10])[CH2:2][CH2:3][CH2:4][CH2:5][CH2:6][CH2:7][CH2:8][CH3:9].[NH2:12][CH2:13][CH2:14][CH2:15][CH2:16][CH2:17][C:18]([OH:20])=[O:19]>>[C:1]([Cl:11])(=[O:10])[CH2:2][CH2:3][CH2:4][CH2:5][CH2:6][CH2:7][CH2:8][CH3:9].[NH2:12][CH2:13][CH2:14][CH2:15][CH2:16][CH2:17][C:18]([OH:20])=[O:19].[C:1]([NH:12][CH2:13][CH2:14][CH2:15][CH2:16][CH2:17][C:18]([OH:20])=[O:19])(=[O:10])[CH2:2][CH2:3][CH2:4][CH2:5][CH2:6][CH2:7][CH2:8][CH3:9]. Procedure: N-nonanoyl-6-aminocaproic acid was prepared by reaction of nonanoyl chloride with 6-aminocaproic acid according to the procedure described in Example I. From 67.3 g (0.381 mol) of nonanoyl chloride and 50.0 g (0.381 mol) of 6-aminocaproic acid was obtained 103 g of N-nonanoyl-6-aminocaproic acid, mp 71°-74° C. The product is C(CCCCCCCC)(=O)Cl (nonanoyl chloride), NCCCCCC(=O)O (6-aminocaproic acid), C(CCCCCCCC)(=O)NCCCCCC(=O)O (N-nonanoyl-6-aminocaproic acid). The reactants are B, C=CCCc1nc(-c2ccc(C(F)(F)F)cc2)sc1COc1ccc(-c2noc(=O)[nH]2)c(Cl)c1, CSC, [Na+], C1CCOC1, [OH-], O, OO. Product: O=c1[nH]c(-c2ccc(OCc3sc(-c4ccc(C(F)(F)F)cc4)nc3CCCCO)cc2Cl)no1. RXN SMILES: [BH3:38].[CH2:1]([CH2:2][CH:3]=[CH2:4])[c:5]1[n:6][c:7](-[c:25]2[cH:26][cH:27][c:28]([C:31]([F:32])([F:33])[F:34])[cH:29][cH:30]2)[s:8][c:9]1[CH2:10][O:11][c:12]1[cH:13][c:14]([Cl:24])[c:15](-[c:18]2[n:19][o:20][c:21](=[O:23])[nH:22]2)[cH:16][cH:17]1.[CH3:35][S:36][CH3:37].[Na+:40].[O:43]1[CH2:44][CH2:45][CH2:46][CH2:47]1.[OH-:39].[OH2:48].[OH:41][OH:42]>>[CH2:1]([CH2:2][CH2:3][CH2:4][OH:39])[c:5]1[n:6][c:7](-[c:25]2[cH:26][cH:27][c:28]([C:31]([F:32])([F:33])[F:34])[cH:29][cH:30]2)[s:8][c:9]1[CH2:10][O:11][c:12]1[cH:13][c:14]([Cl:24])[c:15](-[c:18]2[n:19][o:20][c:21](=[O:23])[nH:22]2)[cH:16][cH:17]1.